Dataset: the Open Reaction Database (ORD), a public repository of structured organic reaction records. Task: describe an organic reaction: reactants, conditions, products, and yield Reactants: CCO, Cc1nccnc1Cl, NN, O. Product: Cc1nccnc1NN. Reaction SMILES: [CH3:12][CH2:13][OH:14].[Cl:4][c:5]1[n:6][cH:7][cH:8][n:9][c:10]1[CH3:11].[NH2:2][NH2:3].[OH2:1]>>[NH:2]([NH2:3])[c:5]1[n:6][cH:7][cH:8][n:9][c:10]1[CH3:11]. Reactants: FC(SC1=CC=C(N)C=C1)(F)F (4-(trifluoromethylthio)aniline), C(CC(=O)C)(=O)OCC (ethyl acetoacetate). Run in C1(=CC=CC=C1)C (toluene). Yields the product FC(SC1=CC=C(C=C1)NC(CC(C)=O)=O)(F)F (N-[4-(trifluoromethylthio)phenyl]-3-oxobutanamide). Yield: 94.5%. Reaction SMILES: [F:1][C:2]([F:12])([F:11])[S:3][C:4]1[CH:10]=[CH:9][C:7]([NH2:8])=[CH:6][CH:5]=1.[C:13](OCC)(=[O:18])[CH2:14][C:15]([CH3:17])=[O:16]>C1(C)C=CC=CC=1>[F:12][C:2]([F:11])([F:1])[S:3][C:4]1[CH:10]=[CH:9][C:7]([NH:8][C:13](=[O:18])[CH2:14][C:15](=[O:16])[CH3:17])=[CH:6][CH:5]=1. Procedure details: A mixture of 7.72 g (40 mmol of 4-(trifluoromethylthio)aniline and 5.2 g (40 mmol) of ethyl acetoacetate in 80 ml of dry toluene was refluxed for 8 hours using a Dean-Stark trap to remove the ethanol formed during the reaction. The reaction mixture was cooled in an ice-bath to obtain 10.48 g (95%) of N-[4-(trifluoromethylthio)phenyl]-3-oxobutanamide as a white crystalline solid, melting at 120°-2° C. Reactants: BrC(C1=CC=C(C=C1)C1=NC2=C3N=C(C=CC3=CC=C2C=C1)C1=CC=C(C=C1)C(Br)Br)Br (2,9-bis(4-(dibromomethyl)phenyl)-1,10-phenanthroline), [OH-].[Na+] (NaOH), C(CC)(=O)O (propionic acid). Reaction conditions: time 1 hour. Yields the product C(=O)C1=CC=C(C=C1)C1=NC2=C3N=C(C=CC3=CC=C2C=C1)C1=CC=C(C=C1)C=O (2,9-bis(4-formylphenyl)-1,10-phenanthroline). RXN SMILES: Br[CH:2](Br)[C:3]1[CH:8]=[CH:7][C:6]([C:9]2[CH:22]=[CH:21][C:20]3[C:11](=[C:12]4[C:17](=[CH:18][CH:19]=3)[CH:16]=[CH:15][C:14]([C:23]3[CH:28]=CC(C(Br)Br)=[CH:25][CH:24]=3)=[N:13]4)[N:10]=2)=[CH:5][CH:4]=1.[OH-:33].[Na+].[C:35]([OH:39])(=O)[CH2:36][CH3:37]>>[CH:2]([C:3]1[CH:8]=[CH:7][C:6]([C:9]2[CH:22]=[CH:21][C:20]3[C:11](=[C:12]4[C:17](=[CH:18][CH:19]=3)[CH:16]=[CH:15][C:14]([C:23]3[CH:28]=[CH:37][C:36]([CH:35]=[O:39])=[CH:25][CH:24]=3)=[N:13]4)[N:10]=2)=[CH:5][CH:4]=1)=[O:33] |f:1.2|. Procedure: Compound (3) (2.00 g, 2.96 mmol) and powdered NaOH (0.71 g, 17.7 mmol) were refluxed in propionic acid (15 mL) for 6 h under argon. The propionic acid was evaporated under reduced pressure and replaced with THF (25 mL) and 2M NaOH (5 mL). The solution was stirred for 1 h, and then the THF was evaporated. Water (20 mL) was added and the pH adjusted to ~8 with HCl. The solution was extracted with CH2Cl2 (3×100 mL). Yield 0.92 g (80%). 1H NMR (CDCl3) δ8.38 (s, 2H), 8.64 (d, J=8.4 Hz, 4H), 8.42 (d, ... Reactants: CC(C)(C)C(O)C(C)(C)C, CC#N, [Li]C(C)CC, C=C(C)[N+](=O)[O-], C1CCOC1. Yields the product CC(C)(C)C(OCC(C)(C)[N+](=O)[O-])C(C)(C)C. As a reaction SMILES: [C:1]([CH3:2])([CH3:3])([CH3:4])[CH:5]([OH:6])[C:7]([CH3:8])([CH3:9])[CH3:10].[CH3:27][C:28]#[N:29].[CH:16]([Li:17])([CH2:18][CH3:19])[CH3:20].[N+:21](=[O:22])([O-:23])[C:24](=[CH2:25])[CH3:26].[O:11]1[CH2:12][CH2:15][CH2:14][CH2:13]1>>[C:1]([CH3:2])([CH3:3])([CH3:4])[CH:5]([O:6][CH2:25][C:24]([CH3:12])([N+:21](=[O:22])[O-:23])[CH3:26])[C:7]([CH3:8])([CH3:9])[CH3:10]. Starting materials: N(=O)[O-].[Na+] (sodium nitrite), NC1=NOC(=N1)C1CN(CC(C1)C1=CC=C(C=C1)CC)C(=O)N1CCC(CC1)O ([3-(3-Amino-1,2,4-oxadiazol-5-yl)-5-(4-ethylphenyl)piperidin-1-yl](4-hydroxypiperidin-1-yl)methanone), Cl (hydrogen chloride), Cl (hydrogen chloride). The solvent is O (water). Reaction conditions: temperature 0 celsius, time 1 hour. Product: ClC1=NOC(=N1)C1CN(CC(C1)C1=CC=C(C=C1)CC)C(=O)N1CCC(CC1)O ([3-(3-Chloro-1,2,4-oxadiazol-5-yl)-5-(4-ethylphenyl)piperidin-1-yl](4-hydroxypiperidin-1-yl)-methanone). As a reaction SMILES: N([O-])=O.[Na+].N[C:6]1[N:10]=[C:9]([CH:11]2[CH2:16][CH:15]([C:17]3[CH:22]=[CH:21][C:20]([CH2:23][CH3:24])=[CH:19][CH:18]=3)[CH2:14][N:13]([C:25]([N:27]3[CH2:32][CH2:31][CH:30]([OH:33])[CH2:29][CH2:28]3)=[O:26])[CH2:12]2)[O:8][N:7]=1.[ClH:34]>O>[Cl:34][C:6]1[N:10]=[C:9]([CH:11]2[CH2:16][CH:15]([C:17]3[CH:22]=[CH:21][C:20]([CH2:23][CH3:24])=[CH:19][CH:18]=3)[CH2:14][N:13]([C:25]([N:27]3[CH2:32][CH2:31][CH:30]([OH:33])[CH2:29][CH2:28]3)=[O:26])[CH2:12]2)[O:8][N:7]=1 |f:0.1|. Procedure: A solution of 332 mg (4.81 mmol) of sodium nitrite in 1.25 ml of water was added dropwise at 0° C. to a solution of 1.60 g (2.40 mmol) of the amine from Example 24A in 60% purity in 25 ml of concentrated hydrogen chloride solution. After the addition had ended, the mixture was stirred at 0° C. for 1 h and then at RT for 45 min. The reaction mixture was diluted with 1 N aqueous hydrogen chloride solution and extracted with dichloromethane. The organic phase was dried over magnesium sulphate, filt... Reactants: ClC1=C(C2=C(CCN(CC2)C(C(F)(F)F)=O)C=C1)OS(=O)(=O)C(F)(F)F (7-chloro-3-(2,2,2-trifluoroacetyl)-6-trifluoromethanesulfonyloxy-2,3,4,5-tetrahydro-1H-benzo[d]azepine), ClC1=CC=C(CN)C=C1 (4-chlorobenzylamine). Yields the product ClC1=C(C2=C(CCN(CC2)C(C(F)(F)F)=O)C=C1)NCC1=CC=C(C=C1)Cl (7-chloro-6-(4-chlorobenzylamino)-3-(2,2,2-trifluoroacetyl)-2,3,4,5-tetrahydro-1H-benzo[d]azepine). Isolated yield 68.8%. RXN SMILES: [Cl:1][C:2]1[CH:18]=[CH:17][C:5]2[CH2:6][CH2:7][N:8]([C:11](=[O:16])[C:12]([F:15])([F:14])[F:13])[CH2:9][CH2:10][C:4]=2[C:3]=1OS(C(F)(F)F)(=O)=O.[Cl:27][C:28]1[CH:35]=[CH:34][C:31]([CH2:32][NH2:33])=[CH:30][CH:29]=1>>[Cl:1][C:2]1[CH:18]=[CH:17][C:5]2[CH2:6][CH2:7][N:8]([C:11](=[O:16])[C:12]([F:15])([F:14])[F:13])[CH2:9][CH2:10][C:4]=2[C:3]=1[NH:33][CH2:32][C:31]1[CH:34]=[CH:35][C:28]([Cl:27])=[CH:29][CH:30]=1. Procedure details: Use a method similar to the General Procedure 5-3 to couple 7-chloro-3-(2,2,2-trifluoroacetyl)-6-trifluoromethanesulfonyloxy-2,3,4,5-tetrahydro-1H-benzo[d]azepine (700 mg, 1.6 mmol) with 4-chlorobenzylamine (354 mg, 2.5 mmol). Purify by chromatography on silica gel eluting with hexane/EtOAc (1:0 and 9:1) and then SCX chromatography to give 7-chloro-6-(4-chlorobenzylamino)-3-(2,2,2-trifluoroacetyl)-2,3,4,5-tetrahydro-1H-benzo[d]azepine (459 mg, 69%). MS (ES+) m/z: 417 (M+H)+. Starting materials: C(C)(=O)OC(C)=O (acetic anhydride), BrC1=C(C=C(C=C1)C)F (4-bromo-3-fluorotoluene), C(C)(=O)O (acetic acid), S(O)(O)(=O)=O (sulphuric acid). Reagents/catalysts: [O-2].[O-2].[O-2].[Cr+6] (chromium trioxide). Run at time 30 minute. The product is C(C)(=O)OC(C1=CC(=C(C=C1)Br)F)OC(C)=O (4-bromo-3-fluorobenzylidene diacetate). As a reaction SMILES: [C:1]([O:4][C:5](=[O:7])[CH3:6])(=[O:3])[CH3:2].[Br:8][C:9]1[CH:14]=[CH:13]C(C)=[CH:11][C:10]=1[F:16].S(=O)(=O)(O)O.[C:22](O)(=[O:24])[CH3:23]>[O-2].[O-2].[O-2].[Cr+6]>[C:1]([O:4][CH:5]([O:7][C:22](=[O:24])[CH3:23])[C:6]1[CH:13]=[CH:14][C:9]([Br:8])=[C:10]([F:16])[CH:11]=1)(=[O:3])[CH3:2] |f:4.5.6.7|. Procedure details: A mixture of acetic acid (108 ml), acetic anhydride (0.58 ml) and 4-bromo-3-fluorotoluene (20 g) was cooled to -10° when concentrated sulphuric acid (22.5 mls) was added dropwise, such that the temperature did not exceed -5°. When the addition was complete, chromium trioxide (31.3 g) was added portionwise at such a rate that the temperature did not exceed 5°. The resulting mixture was stirred for 30 minutes and then poured onto ice (300 g). The reaction mixture was then extracted with diethyl et... The reactants are CCC1C(O[Si](C)(C)C(C)(C)C)CC(=O)N1c1ccc(C#N)c(C(F)(F)F)c1, O=C([O-])O, Cl, [Na+], C1CCOC1. Product: CCC1C(O)CC(=O)N1c1ccc(C#N)c(C(F)(F)F)c1. RXN SMILES: [C:1]([Si:2]([CH3:3])([CH3:4])[O:6][CH:7]1[CH:8]([CH2:25][CH3:26])[N:9]([c:13]2[cH:14][c:15]([C:21]([F:22])([F:23])[F:24])[c:16]([C:17]#[N:18])[cH:19][cH:20]2)[C:10](=[O:12])[CH2:11]1)([CH3:5])([CH3:27])[CH3:28].[C:30](=[O:31])([O-:32])[OH:33].[ClH:29].[Na+:34].[O:35]1[CH2:36][CH2:37][CH2:38][CH2:39]1>>[OH:6][CH:7]1[CH:8]([CH2:25][CH3:26])[N:9]([c:13]2[cH:14][c:15]([C:21]([F:22])([F:23])[F:24])[c:16]([C:17]#[N:18])[cH:19][cH:20]2)[C:10](=[O:12])[CH2:11]1. Starting materials: COC=1C=C(C=CC1)N1S(C2=C(C=C1C(=O)OCC)C=CS2)(=O)=O (Ethyl 2-(3-methoxyphenyl)-2H-thieno[3,2-e]-1,2-thiazine-3-carboxylate 1,1-dioxide), CC(C)C[AlH]CC(C)C (DIBAL). Run in C1CCOC1 (THF). The product is COC=1C=C(C=CC1)N1S(C2=C(C=C1CO)C=CS2)(=O)=O (2-(3-Methoxyphenyl)-2H-thieno[3,2-e]-1,2-thiazine-3-methanol 1,1-dioxide). Yield: 72.5%. Reaction SMILES: [CH3:1][O:2][C:3]1[CH:4]=[C:5]([N:9]2[C:14]([C:15](OCC)=[O:16])=[CH:13][C:12]3[CH:20]=[CH:21][S:22][C:11]=3[S:10]2(=[O:24])=[O:23])[CH:6]=[CH:7][CH:8]=1.CC(C[AlH]CC(C)C)C>C1COCC1>[CH3:1][O:2][C:3]1[CH:4]=[C:5]([N:9]2[C:14]([CH2:15][OH:16])=[CH:13][C:12]3[CH:20]=[CH:21][S:22][C:11]=3[S:10]2(=[O:24])=[O:23])[CH:6]=[CH:7][CH:8]=1. Procedure details: A solution of the product of Step C (5.64 g, 15.45 mmol) in anhydrous THF (150 mL) was treated with DIBAL (66 mmol) in a manner essentially analogous to that described in Example 15, Step D to provide the desired product as a white solid (3.62 g, 73%): mp 141°-143° C.